From a dataset of the Open Reaction Database (ORD), a public repository of structured organic reaction records. describe an organic reaction: reactants, conditions, products, and yield Starting materials: [BH4-], C=C1C(=C)C2OC1C1=C2CC2C(=O)C=CC(=O)C2C1, CCCC[N+](CCCC)(CCCC)CCCC, ClCCl, CO, [Cl-], [NH4+]. Product: C=C1C(=C)C2OC1C1=C2CC2C(O)C=CC(=O)C2C1. RXN SMILES: [BH4-:20].[CH2:1]=[C:2]1[CH:3]2[C:4]3=[C:13]([CH2:12][CH:11]4[CH:6]([CH2:5]3)[C:7](=[O:19])[CH:8]=[CH:9][C:10]4=[O:18])[CH:14]([C:15]1=[CH2:16])[O:17]2.[CH2:21]([N+:22]([CH2:23][CH2:24][CH2:25][CH3:26])([CH2:27][CH2:28][CH2:29][CH3:30])[CH2:31][CH2:32][CH2:33][CH3:34])[CH2:35][CH2:36][CH3:37].[CH2:40]([Cl:41])[Cl:42].[CH3:43][OH:44].[Cl-:38].[NH4+:39]>>[CH2:1]=[C:2]1[CH:3]2[C:4]3=[C:13]([CH2:12][CH:11]4[CH:6]([CH2:5]3)[C:7](=[O:19])[CH:8]=[CH:9][CH:10]4[OH:18])[CH:14]([C:15]1=[CH2:16])[O:17]2. Starting materials: C(C1=CC=CC=C1)OCC1OC2=CC=C(C=C2CC1)C(=O)NC1=CC=CC=2C(C=C(OC21)C(=O)OCC)=O (ethyl 8-[2-(benzyloxymethyl)chromane-6-carboxamido]-4-oxo-4H-1-benzopyran-2-carboxylate), [OH-].[Na+] (NaOH). The solvent is CO (methanol), O1CCCC1 (tetrahydrofuran). Conditions: time 1.3 hour. Product: C(C1=CC=CC=C1)OCC1OC2=CC=C(C=C2CC1)C(=O)NC1=CC=CC=2C(C=C(OC21)C(=O)O)=O (8-[2-(Benzyloxymethyl)chromane-6-carboxamido]-4-oxo-4H-1-benzopyran-2-carboxylic acid). Yield: 96.9%. Reaction SMILES: [CH2:1]([O:8][CH2:9][CH:10]1[CH2:19][CH2:18][C:17]2[C:12](=[CH:13][CH:14]=[C:15]([C:20]([NH:22][C:23]3[C:32]4[O:31][C:30]([C:33]([O:35]CC)=[O:34])=[CH:29][C:28](=[O:38])[C:27]=4[CH:26]=[CH:25][CH:24]=3)=[O:21])[CH:16]=2)[O:11]1)[C:2]1[CH:7]=[CH:6][CH:5]=[CH:4][CH:3]=1.[OH-].[Na+]>CO.O1CCCC1>[CH2:1]([O:8][CH2:9][CH:10]1[CH2:19][CH2:18][C:17]2[C:12](=[CH:13][CH:14]=[C:15]([C:20]([NH:22][C:23]3[C:32]4[O:31][C:30]([C:33]([OH:35])=[O:34])=[CH:29][C:28](=[O:38])[C:27]=4[CH:26]=[CH:25][CH:24]=3)=[O:21])[CH:16]=2)[O:11]1)[C:2]1[CH:7]=[CH:6][CH:5]=[CH:4][CH:3]=1 |f:1.2|. Procedure details: A suspension of ethyl 8-[2-(benzyloxymethyl)chromane-6-carboxamido]-4-oxo-4H-1-benzopyran-2-carboxylate (0.240 g, 0.47 mmol) in a mixture of methanol (15 ml) and tetrahydrofuran (15 ml) was added with 0.510 ml of a 1M NaOH solution, stirring at room temperature for 1.30 h. After that the mixture was evaporated to dryness and the resulting residue was suspended in water adding 0.2M hydrochloric acid to slightly acid pH (pH=4-5). The solid was recovered by filtration, washed with methanol and drie... Starting materials: S(=O)(Cl)Cl (Thionylchloride), CO (methanol), Cl.Cl.N1=CNC=2CN[C@@H](CC21)C(=O)O ((6S)-4,5,6,7-tetrahydro-3H-imidazo[4,5-c]pyridine-6-carboxylic acid dihydrochloride). Yields the product Cl.Cl.N1=CNC=2CN[C@@H](CC21)C(=O)OC (Methyl (6S)-4,5,6,7-tetrahydro-3H-imidazo[4,5-c]pyridine-6-carboxylate dihydrochloride). Isolated yield 100.0%. Reaction SMILES: S(Cl)([Cl:3])=O.[ClH:5].Cl.[N:7]1[C:15]2[CH2:14][C@@H:13]([C:16]([OH:18])=[O:17])[NH:12][CH2:11][C:10]=2[NH:9][CH:8]=1.[CH3:19]O>>[ClH:3].[ClH:5].[N:7]1[C:15]2[CH2:14][C@@H:13]([C:16]([O:18][CH3:19])=[O:17])[NH:12][CH2:11][C:10]=2[NH:9][CH:8]=1 |f:1.2.3,5.6.7|. Procedure details: Thionylchloride (200 mL, 2.74 mol, 3.0 mol eqv.) was added dropwise to methanol (3.5 L), which was cooled to 0-5° C. (6S)-4,5,6,7-tetrahydro-3H-imidazo[4,5-c]pyridine-6-carboxylic acid dihydrochloride (210.0 g, 0.87 mol) was added The suspension was allowed to warm up to room temperature, and refluxed for 3.5 h. After cooling to room temperature, the solvent was removed under reduced pressure. The white residue was suspended in ether (3 L). The solid was filtered and washed with ether. After dry... The reactants are BrCCBr (1,2-dibromoethane), ClC1=C(C=CC=C1)N1N=C(C=C1C=1SC(=CC1)C1=CC(=CC=C1)S(=O)(=O)C)CC#N ([1-(2-chlorophenyl)-5-{5-[3-(methylsulfonyl)phenyl]-2-thienyl}-1H-pyrazol-3-yl]acetonitrile), [OH-].[Na+] (NaOH). The reagents and catalysts are [Cl-].C(C1=CC=CC=C1)[N+](CC)(CC)CC (benzyltriethylammonium chloride). Solvent: O (water). Conditions: time 8 hour. Yields the product ClC1=C(C=CC=C1)N1N=C(C=C1C=1SC(=CC1)C1=CC(=CC=C1)S(=O)(=O)C)C1(CC1)C#N (1-[1-(2-chlorophenyl)-5-{5-[3-(methylsulfonyl)phenyl]-2-thienyl}-1H-pyrazol-3-yl]cyclopropanecarbonitrile). Isolated yield 81.9%. Reaction SMILES: Br[CH2:2][CH2:3]Br.[Cl:5][C:6]1[CH:11]=[CH:10][CH:9]=[CH:8][C:7]=1[N:12]1[C:16]([C:17]2[S:18][C:19]([C:22]3[CH:27]=[CH:26][CH:25]=[C:24]([S:28]([CH3:31])(=[O:30])=[O:29])[CH:23]=3)=[CH:20][CH:21]=2)=[CH:15][C:14]([CH2:32][C:33]#[N:34])=[N:13]1.[OH-].[Na+]>[Cl-].C([N+](CC)(CC)CC)C1C=CC=CC=1.O>[Cl:5][C:6]1[CH:11]=[CH:10][CH:9]=[CH:8][C:7]=1[N:12]1[C:16]([C:17]2[S:18][C:19]([C:22]3[CH:27]=[CH:26][CH:25]=[C:24]([S:28]([CH3:31])(=[O:29])=[O:30])[CH:23]=3)=[CH:20][CH:21]=2)=[CH:15][C:14]([C:32]2([C:33]#[N:34])[CH2:3][CH2:2]2)=[N:13]1 |f:2.3,4.5|. Reported procedure: 1,2-dibromoethane (40 μL, 0.46 mmol) was added to a stirred suspension of the [1-(2-chlorophenyl)-5-{5-[3-(methylsulfonyl)phenyl]-2-thienyl}-1H-pyrazol-3-yl]acetonitrile (68 mg, 0.15 mmol), benzyltriethylammonium chloride (20 mg, 0.088 mmol), and 50% aqueous NaOH (2 mL) at 0° C., the resulting mixture was stirred at rt overnight. After diluted with water, the mixture was extracted with ether. The combined extracts were washed with brine, dried over Na2SO4, and evaporated in vacuo. The crude prod... Reactants: C(C)(=O)O[C@H]1[C@@H](O[C@@H]([C@H]1O)CO)C=1[Se]C=C(N1)C(=O)N (2-(2-O-Acetyl-β-D-ribofuranosyl)selenazole-4-carboxamide), P(=O)(Cl)(Cl)Cl (phosphoryl chloride), C(C)OP(=O)(OCC)OCC (triethylphosphate), [OH-].[Na+] (sodium hydroxide). Product: C(C)(=O)O[C@H]1[C@@H](O[C@@H]([C@H]1O)COP(=O)(O)O)C=1[Se]C=C(N1)C(=O)N (2-(2-O-Acetyl-5-O-phosphono-β-D-ribofuranosyl)selenazole-4-carboxamide). RXN SMILES: [C:1]([O:4][C@@H:5]1[C@H:9]([OH:10])[C@@H:8]([CH2:11][OH:12])[O:7][C@H:6]1[C:13]1[Se:14][CH:15]=[C:16]([C:18]([NH2:20])=[O:19])[N:17]=1)(=[O:3])[CH3:2].P(Cl)(Cl)(Cl)=O.C([O:28][P:29](OCC)([O:31]CC)=[O:30])C.[OH-].[Na+]>>[C:1]([O:4][C@@H:5]1[C@H:9]([OH:10])[C@@H:8]([CH2:11][O:12][P:29]([OH:31])([OH:30])=[O:28])[O:7][C@H:6]1[C:13]1[Se:14][CH:15]=[C:16]([C:18]([NH2:20])=[O:19])[N:17]=1)(=[O:3])[CH3:2] |f:3.4|. Reported procedure: 2-(2-O-Acetyl-β-D-ribofuranosyl)selenazole-4-carboxamide is treated with 1 to 5 equivalents of phosphoryl chloride in the presence of triethylphosphate at 0 degrees C. After complete dissolution is obtained, the solution is poured over crushed ice and adjusted with sodium hydroxide solution to pH 7, extracted with chloroform, and placed on a column of ion exchange resin (Dowex AG 1X8, formate). The column is first washed with water, then the product is eluted with a gradient of water-formic acid... The product is ClC=1C=C(CN(C(=O)C2=C(C(N(C2)CC(=O)O)=O)O)C)C=CC1Cl ({4-[(3,4-Dichloro-benzyl)-methyl-carbamoyl]-3-hydroxy-2-oxo-2,5-dihydro-pyrrol-1-yl}-acetic acid), solid. The reactants are COC(C(=CC(N(C)CC1=CC(=C(C=C1)Cl)Cl)=O)O)=O ((3,4-Dichloro-benzyl-methyl-carbamoyl]-2-hydroxy-acrylic acid methyl ester), COC(C(=CC(N(C)CC1=CC(=C(C=C1)Cl)Cl)=O)O)=O ((3,4-Dichloro-benzyl-methyl-carbamoyl]-2-hydroxy-acrylic acid methyl ester), C=O (paraformaldehyde), NCC(=O)O (glycine), ClC=1C=C(CN(C(=O)C=2CN(C(C2O)=O)C)C)C=CC1Cl (4-Hydroxy-1-methyl-5-oxo-2,5-dihydro-1H-pyrrole-3-carboxylic acid (3,4-dichloro-benzyl)-methyl amide). Reaction SMILES: COC(=O)C(O)=CC(=O)N(CC1C=CC(Cl)=C(Cl)C=1)C.C=O.[NH2:23][CH2:24][C:25]([OH:27])=[O:26].[Cl:28][C:29]1[CH:30]=[C:31]([CH:45]=[CH:46][C:47]=1[Cl:48])[CH2:32][N:33]([CH3:44])[C:34]([C:36]1[CH2:37]N(C)[C:39](=[O:42])[C:40]=1[OH:41])=[O:35]>>[Cl:28][C:29]1[CH:30]=[C:31]([CH:45]=[CH:46][C:47]=1[Cl:48])[CH2:32][N:33]([CH3:44])[C:34]([C:36]1[CH2:37][N:23]([CH2:24][C:25]([OH:27])=[O:26])[C:39](=[O:42])[C:40]=1[OH:41])=[O:35]. Procedure details: 3-[(3,4-Dichloro-benzyl-methyl-carbamoyl]-2-hydroxy-acrylic acid methyl ester (Compound 12-B) was treated with paraformaldehyde and glycine as described in the preparation of Compound 12. The title compound was isolated as a white solid (80 mg, 43% yield). Mp=178–180° C. 1H NMR (300 MHz, DMSO) δ: 12.97 (bs, 1H), 11.07 (s, 1H), 7.62 (d, 1H, J=8.41), 7.53 (s, 1H), 7.25 (d, 1H, J=6.95), 4.59 (s, 2H), 4.15 (s, 2H), 4.10 (s, 2H), 2.98 (s, 3H). HRMS (M−H) calcd for C15H13N2Cl2O5: 371.0201. found: 371.... Isolated yield 43.0%. Starting materials: C(C1=CC=CC=C1)OC1=C(C=C(C=C1)F)C(C1=C(COS(=O)(=O)C)C=CC=C1)OS(=O)(=O)C ((±)-methanesulfonic acid 2-[(2-benzyloxy-5-fluoro-phenyl)-methanesulfonyloxy-methyl]-benzyl ester), C(C1=CC=CC=C1)N (benzylamine), CCN(C(C)C)C(C)C (DIPEA). The solvent is CN(C)C=O (DMF). Reaction conditions: temperature 70 celsius. Yields the product C(C1=CC=CC=C1)N1C(C2=CC=CC=C2C1)C1=C(C=CC(=C1)F)OCC1=CC=CC=C1 ((±)-2-benzyl-1-(2-benzyloxy-5-fluoro-phenyl)-2,3-dihydro-1H-isoindole). As a reaction SMILES: [CH2:1]([O:8][C:9]1[CH:14]=[CH:13][C:12]([F:15])=[CH:11][C:10]=1[CH:16](OS(C)(=O)=O)[C:17]1[CH:28]=[CH:27][CH:26]=[CH:25][C:18]=1[CH2:19]OS(C)(=O)=O)[C:2]1[CH:7]=[CH:6][CH:5]=[CH:4][CH:3]=1.[CH2:34]([NH2:41])[C:35]1[CH:40]=[CH:39][CH:38]=[CH:37][CH:36]=1.CCN(C(C)C)C(C)C>CN(C=O)C>[CH2:34]([N:41]1[CH2:19][C:18]2[C:17](=[CH:28][CH:27]=[CH:26][CH:25]=2)[CH:16]1[C:10]1[CH:11]=[C:12]([F:15])[CH:13]=[CH:14][C:9]=1[O:8][CH2:1][C:2]1[CH:7]=[CH:6][CH:5]=[CH:4][CH:3]=1)[C:35]1[CH:40]=[CH:39][CH:38]=[CH:37][CH:36]=1. Reported procedure: To a solution of (±)-methanesulfonic acid 2-[(2-benzyloxy-5-fluoro-phenyl)-methanesulfonyloxy-methyl]-benzyl ester (650 mg, 1.31 mmol, 1.0 eq.) in DMF (15 mL), benzylamine (0.19 mL, 1.71 mmol, 1.3 eq.) and DIPEA (0.69 mL, 3.94 mmol, 3.0 eq.) were added in sequence. The mixture was heated at 70° C. for 2 days. The reaction mixture was allowed to cool to r.t. and concentrated in vacuo. The residue was filtered and then purified by prep. HPLC (column: Water X-Bridge, 30×75 mm, 10 um, UV/MS, basic c...